describe an organic reaction: reactants, conditions, products, and yield From a dataset of the Open Reaction Database (ORD), a public repository of structured organic reaction records. Reactants: IC1=CC=C(S1)C=O (5-iodothiophene-2-carboxaldehyde), C(#C)C1=CC=2C(C3=CC(=CC=C3C2C=C1)C#C)(CCOCCOCCOC)CCOCCOCCOC (2,7-diethynyl-9,9-bis[2-[2-(2-methoxyethoxy)ethoxy]ethyl]-9H-fluorene). Reagents/catalysts: Cl[Pd]([P](C1=CC=CC=C1)(C2=CC=CC=C2)C3=CC=CC=C3)([P](C4=CC=CC=C4)(C5=CC=CC=C5)C6=CC=CC=C6)Cl (Pd(PPh3)2Cl2), [Cu]I (CuI). Run in C1(=CC=CC=C1)C (toluene), CCN(CC)CC (Et3N). Reaction conditions: temperature 40 celsius, time 15 minute. Product: COCCOCCOCCC1(C2=CC(=CC=C2C=2C=CC(=CC12)C#CC1=CC=C(S1)C=O)C#CC1=CC=C(S1)C=O)CCOCCOCCOC (5,5′-[9,9-bis[2-[2-(2-methoxyethoxy)ethoxy]ethyl]-9H-fluorene-2,7-diyldi-2,1-ethynediyl]bis-2-thiophenecarboxaldehyde). The yield is 81.3%. Reaction SMILES: [C:1]([C:3]1[CH:15]=[CH:14][C:13]2[C:12]3[C:7](=[CH:8][C:9]([C:16]#[CH:17])=[CH:10][CH:11]=3)[C:6]([CH2:28][CH2:29][O:30][CH2:31][CH2:32][O:33][CH2:34][CH2:35][O:36][CH3:37])([CH2:18][CH2:19][O:20][CH2:21][CH2:22][O:23][CH2:24][CH2:25][O:26][CH3:27])[C:5]=2[CH:4]=1)#[CH:2].I[C:39]1[S:43][C:42]([CH:44]=[O:45])=[CH:41][CH:40]=1>C1(C)C=CC=CC=1.CCN(CC)CC.Cl[Pd](Cl)([P](C1C=CC=CC=1)(C1C=CC=CC=1)C1C=CC=CC=1)[P](C1C=CC=CC=1)(C1C=CC=CC=1)C1C=CC=CC=1.[Cu]I>[CH3:37][O:36][CH2:35][CH2:34][O:33][CH2:32][CH2:31][O:30][CH2:29][CH2:28][C:6]1([CH2:18][CH2:19][O:20][CH2:21][CH2:22][O:23][CH2:24][CH2:25][O:26][CH3:27])[C:7]2[CH:8]=[C:9]([C:16]#[C:17][C:39]3[S:43][C:42]([CH:44]=[O:45])=[CH:41][CH:40]=3)[CH:10]=[CH:11][C:12]=2[C:13]2[C:5]1=[CH:4][C:3]([C:1]#[C:2][C:39]1[S:43][C:42]([CH:44]=[O:45])=[CH:41][CH:40]=1)=[CH:15][CH:14]=2 |^1:62,81|. Procedure details: Air was removed from a solution of 2,7-diethynyl-9,9-bis[2-[2-(2-methoxyethoxy)ethoxy]ethyl]-9H-fluorene (0.120 g, 0.237 mmol) in 8.2 mL of toluene and 1.8 mL of Et3N by blowing argon for 20 min. Then Pd(PPh3)2Cl2 (10 mg, 6 mol %) and CuI (2.7 mg, 6 mol %), and 5-iodothiophene-2-carboxaldehyde (0.135 g, 0.568 mmol) were added, and deaeration was continued for 15 min. Thereafter the mixture was stirred at 40° C. for 17 h. After completion of the reaction, reaction mixture was filtered and evapora... Reactants: [Cl-].O[NH3+] (hydroxylammonium chloride), C(O)([O-])=O.[Na+] (sodium hydrogencarbonate), N,N′-carbonyldiimidazole, N12CCCCCC2=NCCC1 (1,8-diazabicyclo[5.4.0]undec-7-ene), C(C)C1=CC2=C(N(C(C(C2=O)(CCC2=CC=CC=C2)C)=O)CC2=CC=C(C=C2)C=2C(=CC=CC2)C#N)S1 (4′-{[2-ethyl-5-methyl-4,6-dioxo-5-(2-phenylethyl)-5,6-dihydrothieno[2,3-b]pyridin-7(4H)-yl]methyl}biphenyl-2-carbonitrile). The solvent is C(Cl)(Cl)Cl (chloroform), CS(=O)C (dimethyl sulfoxide), C(Cl)Cl (methylene chloride), C(Cl)(Cl)Cl (chloroform). Reaction conditions: temperature 40 celsius, time 30 minute. Product: C(C)C1=CC2=C(N(C(C(C2=O)(CCC2=CC=CC=C2)C)=O)CC2=CC=C(C=C2)C2=C(C=CC=C2)C2=NOC(N2)=O)S1 (2-ethyl-5-methyl-7-{[2′-(5-oxo-4,5-dihydro-1,2,4-oxadiazol-3-yl)biphenyl-4-yl]methyl}-5-(2-phenylethyl)thieno[2,3-b]pyridine-4,6(5H,7H)-dione). The yield is 48.0%. Reaction SMILES: [Cl-].O[NH3+].[C:4](=[O:7])([O-])[OH:5].[Na+].[CH2:9]([C:11]1[S:45][C:14]2[N:15]([CH2:30][C:31]3[CH:36]=[CH:35][C:34]([C:37]4[C:38]([C:43]#[N:44])=[CH:39][CH:40]=[CH:41][CH:42]=4)=[CH:33][CH:32]=3)[C:16](=[O:29])[C:17]([CH3:28])([CH2:20][CH2:21][C:22]3[CH:27]=[CH:26][CH:25]=[CH:24][CH:23]=3)[C:18](=[O:19])[C:13]=2[CH:12]=1)[CH3:10].[N:46]12CCCN=C1CCCCC2>C(Cl)(Cl)Cl.C(Cl)Cl.CS(C)=O>[CH2:9]([C:11]1[S:45][C:14]2[N:15]([CH2:30][C:31]3[CH:32]=[CH:33][C:34]([C:37]4[CH:42]=[CH:41][CH:40]=[CH:39][C:38]=4[C:43]4[NH:46][C:4](=[O:7])[O:5][N:44]=4)=[CH:35][CH:36]=3)[C:16](=[O:29])[C:17]([CH3:28])([CH2:20][CH2:21][C:22]3[CH:27]=[CH:26][CH:25]=[CH:24][CH:23]=3)[C:18](=[O:19])[C:13]=2[CH:12]=1)[CH3:10] |f:0.1,2.3|. Procedure: A mixture of hydroxylammonium chloride (0.36 g), sodium hydrogencarbonate (0.53 g) and dimethyl sulfoxide (20 mL) was stirred at 40° C. for 30 min, 4′-{[2-ethyl-5-methyl-4,6-dioxo-5-(2-phenylethyl)-5,6-dihydrothieno[2,3-b]pyridin-7(4H)-yl]methyl}biphenyl-2-carbonitrile (0.32 g) was added, and the mixture was stirred at 90° C. for 16 hr. The reaction mixture was diluted with chloroform, washed successively with water and saturated brine, and dried over anhydrous magnesium sulfate. The solvent was... The reactants are C(C)(=O)[O-].[Na+] (Sodium acetate), FC(OC1=CC=C(C=C1)N1N=C(N=C1)C1=CC=C(C=C1)CCCN)(F)F (3-(4-(1-(4-(trifluoromethoxy)phenyl)-1H-1,2,4-triazol-3-yl)phenyl)propan-1-amine), FC1=CC(=C(C=C1)NC(=S)N)C(C)C (1-(4-fluoro-2-isopropylphenyl)thiourea). Product: FC1=CC(=C(C=C1)NC(=S)NC(=O)NCCCC1=CC=C(C=C1)C1=NN(C=N1)C1=CC=C(C=C1)OC(F)(F)F)C(C)C (1-[(4-fluoro-2-isopropyl-phenyl)carbamothioyl]-3-[3-[4-[1-[4-(trifluoromethoxy)phenyl]-1H-1,2,4-triazol-3-yl]phenyl]propyl]urea), solid. The yield is 36.0%. Reaction SMILES: [F:1][C:2]([F:26])([F:25])[O:3][C:4]1[CH:9]=[CH:8][C:7]([N:10]2[CH:14]=[N:13][C:12]([C:15]3[CH:20]=[CH:19][C:18]([CH2:21][CH2:22][CH2:23][NH2:24])=[CH:17][CH:16]=3)=[N:11]2)=[CH:6][CH:5]=1.[F:27][C:28]1[CH:33]=[CH:32][C:31]([NH:34][C:35]([NH2:37])=[S:36])=[C:30]([CH:38]([CH3:40])[CH3:39])[CH:29]=1.[C:41]([O-])(=[O:43])C.[Na+]>>[F:27][C:28]1[CH:33]=[CH:32][C:31]([NH:34][C:35]([NH:37][C:41]([NH:24][CH2:23][CH2:22][CH2:21][C:18]2[CH:19]=[CH:20][C:15]([C:12]3[N:13]=[CH:14][N:10]([C:7]4[CH:6]=[CH:5][C:4]([O:3][C:2]([F:1])([F:25])[F:26])=[CH:9][CH:8]=4)[N:11]=3)=[CH:16][CH:17]=2)=[O:43])=[S:36])=[C:30]([CH:38]([CH3:40])[CH3:39])[CH:29]=1 |f:2.3|. Procedure details: The title compound was prepared as described in Example 63 using 3-(4-(1-(4-(trifluoromethoxy)phenyl)-1H-1,2,4-triazol-3-yl)phenyl)propan-1-amine (C60) and 1-(4-fluoro-2-isopropylphenyl)thiourea. Sodium acetate was used in place of sodium bicarbonate. The title compound was isolated as a white solid (0.116 g, 36%): 1H NMR (400 MHz, DMSO-d6) δ 11.85 (s, 1H), 10.11 (s, 1H), 9.39 (s, 1H), 8.15-7.97 (m, 4H), 7.63 (dd, J=8.7, 1.5 Hz, 2H), 7.39 (dd, J=8.5, 5.7 Hz, 3H), 7.16 (dd, J=10.4, 3.0 Hz, 1H), 7... Reaction SMILES: C(OC([N:6]1[CH2:21][CH2:20][C:10]2[C:11]3[C:12](=O)[CH2:13][CH2:14][C:15]=3[C:16]([I:18])=[CH:17][C:9]=2[CH2:8][CH2:7]1)=O)C.[CH2:22]([Mg]Br)[CH3:23].C(OC(N1CCC2C3C(C4CC4)(O)CCC=3C=CC=2CC1)=O)C>>[CH2:22]([CH:12]1[C:11]2[C:10]3[CH2:20][CH2:21][NH:6][CH2:7][CH2:8][C:9]=3[CH:17]=[C:16]([I:18])[C:15]=2[CH2:14][CH2:13]1)[CH3:23]. Reactants: C(C)OC(=O)N1CCC2=C(C=3C(CCC3C(=C2)I)=O)CC1 (4-Iodo-1-oxo-1,3,6,7,9,10-hexahydro-2H-8-aza-cyclohepta[e]indene-8-carboxylic acid ethyl ester), C(C)[Mg]Br (ethylmagnesium bromide), C(C)OC(=O)N1CCC2=C(C=3C(CCC3C=C2)(O)C2CC2)CC1 (1-Cyclopropyl-1-hydroxy-1,3,6,7,9,10-hexahydro-2H-8-aza-cyclohepta[e]indene-8-carboxylic acid ethyl ester). Procedure details: Example 7 was prepared in a similar fashion to Example 4, except Intermediate 1 was used as the starting material and ethylmagnesium bromide (3M in diethyl ether) was used for instead of cyclopropylmagnesium bromide (Example 4, step (a)). 1H NMR (300 MHz, CDCl3) δ 7.32 (s, 1H); 3.28-3.21 (m, 1H); 2.97-2.73 (8H); 2.62-2.60 (br s, 1H); 2.22-1.90 (m, 3H); 1.45-1.30 (m, 2H); 0.95 (t, J=7.2 Hz, 3H); MS: ESI (positive): 342, (M+1). The product is C(C)C1CCC=2C(=CC3=C(C12)CCNCC3)I (1-Ethyl-4-iodo-1,2,3,6,7,8,9,10-octahydro-8-aza-cyclohepta[e]indene). Starting materials: Example 1 ( a ), BrC1=C(C=C(C=C1)C(C)=O)[N+](=O)[O-] (4'-bromo-3'-nitroacetophenone), ( b ), IC1=C(C=C(C=C1)OC)OC (4-iodo-3-methoxy anisole). Yields the product C(C)(=O)C1=CC(=C(C=C1)C1=C(C=C(C=C1)OC)OC)[N+](=O)[O-] (4-acetyl-2',4'-dimethoxy-2-nitrobiphenyl). As a reaction SMILES: I[C:2]1[CH:7]=[CH:6][C:5]([O:8][CH3:9])=[CH:4][C:3]=1[O:10][CH3:11].Br[C:13]1[CH:18]=[CH:17][C:16]([C:19](=[O:21])[CH3:20])=[CH:15][C:14]=1[N+:22]([O-:24])=[O:23]>>[C:19]([C:16]1[CH:17]=[CH:18][C:13]([C:2]2[CH:7]=[CH:6][C:5]([O:8][CH3:9])=[CH:4][C:3]=2[O:10][CH3:11])=[C:14]([N+:22]([O-:24])=[O:23])[CH:15]=1)(=[O:21])[CH3:20]. Procedure details: By methods analogous to 2'described in Example 1 (a) and (b), 4-iodo-3-methoxy anisole and 4'-bromo-3'-nitroacetophenone were reacted to give the novel intermediate 4-acetyl-2',4'-dimethoxy-2-nitrobiphenyl, m.p. 129° - 131°C. which was converted to the novel intermediate 4acetyl-2-amino-2;40 ,4'-dimethoxybiphenyl, m.p. 149° - 151°C. This (15.7 g.) was diazotized and the diazonium solution added slowly to a solution of cuprous chloride (7.5 g.) in 4N hydrochloric acid (70 ml.) at 0°C. The mixture... Starting materials: N#Cc1ccc2oc(C(=O)O)cc2c1, O=S(Cl)Cl. Product: N#Cc1ccc2oc(C(=O)Cl)cc2c1. Reaction SMILES: [C:5](#[N:6])[c:7]1[cH:8][cH:9][c:10]2[c:11]([cH:12][c:13]([C:15](=[O:16])[OH:17])[o:14]2)[cH:18]1.[S:1]([Cl:2])([Cl:3])=[O:4]>>[Cl:3][C:15]([c:13]1[cH:12][c:11]2[c:10]([cH:9][cH:8][c:7]([C:5]#[N:6])[cH:18]2)[o:14]1)=[O:16].